Dataset: the Open Reaction Database (ORD), a public repository of structured organic reaction records. Task: describe an organic reaction: reactants, conditions, products, and yield Reactants: [N+](=O)(O)[O-] (nitric acid), C(=O)=O (dry ice), O=C1C(CCC2=CC=CC=C12)CC(=O)O (1,2,3,4-tetrahydro-1-oxo-2-naphthaleneacetic acid). Solvent: CO (methanol). Reaction conditions: time 40 minute. The product is [N+](=O)([O-])C1=CC=C2CCC(C(C2=C1)=O)CC(=O)O (7-nitro-1,2,3,4-tetrahydro-1-oxo-2-naphthaleneacetic acid). Reaction SMILES: [N+:1]([O-:4])(O)=[O:2].C(=O)=O.[O:8]=[C:9]1[C:18]2[C:13](=[CH:14][CH:15]=[CH:16][CH:17]=2)[CH2:12][CH2:11][CH:10]1[CH2:19][C:20]([OH:22])=[O:21]>CO>[N+:1]([C:16]1[CH:17]=[C:18]2[C:13]([CH2:12][CH2:11][CH:10]([CH2:19][C:20]([OH:22])=[O:21])[C:9]2=[O:8])=[CH:14][CH:15]=1)([O-:4])=[O:2]. Reported procedure: To nitric acid (density=1.50) cooled with dry ice and methanol is added 1,2,3,4-tetrahydro-1-oxo-2-naphthaleneacetic acid at -10 to -15° C. The resulting mixture is stirred below 0° C. for 40 minutes and poured into ice. The precipitated crystals are collected by filtration to give 7-nitro-1,2,3,4-tetrahydro-1-oxo-2-naphthaleneacetic acid. Starting materials: ClC1=C(C#N)C(=CC(=N1)NC1=NNC(=C1)C)C (2-chloro-6-(5-methyl-1H-pyrazol-3-ylamino)-4-methylnicotinonitrile), Cl.CC1=NC=CC=C1OCCN (2-(2-methylpyridin-3-yloxy)ethylamine hydrochloride), C(O)([O-])=O.[Na+] (sodium hydrogencarbonate), CS(=O)C (DMSO). Solvent: O (water). Conditions: temperature 100 celsius, time 27 hour. Product: Cl.Cl.CC1=NC=CC=C1OCCNC1=C(C#N)C(=CC(=N1)NC1=NNC(=C1)C)C (2-(2-(2-methylpyridin-3-yloxy)ethylamino)-6-(5-methyl-1H-pyrazol-3-ylamino)-4-methylnicotinonitrile dihydrochloride). Isolated yield 16.3%. As a reaction SMILES: [Cl:1][C:2]1[N:9]=[C:8]([NH:10][C:11]2[CH:15]=[C:14]([CH3:16])[NH:13][N:12]=2)[CH:7]=[C:6]([CH3:17])[C:3]=1[C:4]#[N:5].[ClH:18].[CH3:19][C:20]1[C:25]([O:26][CH2:27][CH2:28][NH2:29])=[CH:24][CH:23]=[CH:22][N:21]=1.C(=O)([O-])O.[Na+].CS(C)=O>O>[ClH:1].[ClH:18].[CH3:19][C:20]1[C:25]([O:26][CH2:27][CH2:28][NH:29][C:2]2[N:9]=[C:8]([NH:10][C:11]3[CH:15]=[C:14]([CH3:16])[NH:13][N:12]=3)[CH:7]=[C:6]([CH3:17])[C:3]=2[C:4]#[N:5])=[CH:24][CH:23]=[CH:22][N:21]=1 |f:1.2,3.4,7.8.9|. Reported procedure: Compound A (300 mg, 1.22 mmol), 2-(2-methylpyridin-3-yloxy)ethylamine hydrochloride (547 mg) and sodium hydrogencarbonate (1.02 g) were added to DMSO (10 ml), and the mixture was stirred at 100° C. for 27 hr. After stirring, the reaction mixture was added to cold water, and the mixture was extracted with ethyl acetate. The organic layer was washed with saturated brine, and concentrated, and the residue was washed by suspending in ethyl acetate. This was converted to hydrochloride to give the obj... Starting materials: ClC1=CC=C(CNC(=O)C2=CN(C3=C(C=C(C=C3C2=O)CN2CCOCC2)I)C)C=C1 (N-(4-chlorobenzyl)-8-iodo-1-methyl-6-(morpholin-4-ylmethyl)-4-oxo-1,4-dihydroquinoline-3-carboxamide), C(C)NCC (diethylamine), C(#C)C=1C=NC=CC1 (3-ethynylpyridine). The reagents and catalysts are [Cu]I (copper (I) iodide), Cl[Pd]([P](C1=CC=CC=C1)(C2=CC=CC=C2)C3=CC=CC=C3)([P](C4=CC=CC=C4)(C5=CC=CC=C5)C6=CC=CC=C6)Cl (dichlorobis(triphenylphosphine)palladium). Run in CN(C=O)C (dimethylformamide). Conditions: time 8 hour. Yields the product ClC1=CC=C(CNC(=O)C2=CN(C3=C(C=C(C=C3C2=O)CN2CCOCC2)C#CC2=CC=NC=C2)C)C=C1 (N-(4-chlorobenzyl)-1-methyl-6-(morpholin-4-ylmethyl)-4-oxo-8-(pyridin-4-ylethynyl)-1,4-dihydroquinoline-3-carboxamide). Reaction SMILES: [Cl:1][C:2]1[CH:31]=[CH:30][C:5]([CH2:6][NH:7][C:8]([C:10]2[C:19](=[O:20])[C:18]3[C:13](=[C:14](I)[CH:15]=[C:16]([CH2:21][N:22]4[CH2:27][CH2:26][O:25][CH2:24][CH2:23]4)[CH:17]=3)[N:12]([CH3:29])[CH:11]=2)=[O:9])=[CH:4][CH:3]=1.C([C:34]1[CH:35]=[N:36][CH:37]=[CH:38][CH:39]=1)#C.[CH2:40](NCC)[CH3:41]>[Cu]I.Cl[Pd](Cl)([P](C1C=CC=CC=1)(C1C=CC=CC=1)C1C=CC=CC=1)[P](C1C=CC=CC=1)(C1C=CC=CC=1)C1C=CC=CC=1.CN(C)C=O>[Cl:1][C:2]1[CH:31]=[CH:30][C:5]([CH2:6][NH:7][C:8]([C:10]2[C:19](=[O:20])[C:18]3[C:13](=[C:14]([C:40]#[C:41][C:39]4[CH:34]=[CH:35][N:36]=[CH:37][CH:38]=4)[CH:15]=[C:16]([CH2:21][N:22]4[CH2:27][CH2:26][O:25][CH2:24][CH2:23]4)[CH:17]=3)[N:12]([CH3:29])[CH:11]=2)=[O:9])=[CH:4][CH:3]=1 |^1:49,68|. Reported procedure: A flame-dried flask under an atmosphere of nitrogen gas containing N-(4-chlorobenzyl)-8-iodo-1-methyl-6-(morpholin-4-ylmethyl)-4-oxo-1,4-dihydroquinoline-3-carboxamide (Preparation # 15) (0.28 g) is treated with copper (I) iodide (0.01 g), dichlorobis(triphenylphosphine)palladium (II) (0.03 g) and 3-ethynylpyridine (0.10 g). The solids are treated with dimethylformamide (DMF) (3 ML) and diethylamine (3 mL). The resulting suspension is stirred overnight, concentrated under reduced pressure and fi...